This data is from the Open Reaction Database (ORD), a public repository of structured organic reaction records. The task is: describe an organic reaction: reactants, conditions, products, and yield Reactants: COC(=O)c1cc(C)c(C=O)n1C, CC(C)=O, CC(C)=O, [K+], O=[Mn](=O)(=O)[O-], [Na+], [Na+], O=[Mn](=O)(=O)[O-], O, O, O=S([O-])[O-]. Product: COC(=O)c1cc(C)c(C(=O)O)n1C. As a reaction SMILES: [CH3:1][n:2]1[c:3]([C:10](=[O:11])[O:12][CH3:13])[cH:4][c:5]([CH3:9])[c:6]1[CH:7]=[O:8].[CH3:31][C:32](=[O:33])[CH3:34].[CH3:36][C:37]([CH3:38])=[O:39].[K+:19].[Mn:14](=[O:15])([O-:16])(=[O:17])=[O:18].[Na+:24].[Na+:25].[O-:26][Mn:27](=[O:28])(=[O:29])=[O:30].[OH2:35].[OH2:40].[S:20]([O-:21])([O-:22])=[O:23]>>[CH3:1][n:2]1[c:3]([C:10](=[O:11])[O:12][CH3:13])[cH:4][c:5]([CH3:9])[c:6]1[C:7](=[O:8])[OH:15]. The reactants are ClCCCCCCO (6-chlorohexanol), N[C@@H](CC1=CC=C2C=CC=CC2=C1)C(=O)O (Nal), CC(=O)C (acetone). Conditions: time 4 hour. Yields the product C(C)N(CCCCCCO)CC (6-(Diethylamino)hexanol). As a reaction SMILES: Cl[CH2:2][CH2:3][CH2:4][CH2:5][CH2:6][CH2:7][OH:8].[NH2:9][C@H:10]([C:22](O)=O)CC1C=C2C(C=CC=C2)=CC=1.[CH3:25][C:26](C)=O>>[CH2:25]([N:9]([CH2:10][CH3:22])[CH2:2][CH2:3][CH2:4][CH2:5][CH2:6][CH2:7][OH:8])[CH3:26]. Procedure details: A mixture of 10 ml (75 mmol) of 6-chlorohexanol and 16.9 g (112 mmole) of Nal dissolved in 100 ml acetone was refluxed for 3.5 days. The reaction mixture was filtered and the filtrate was concentrated to an oil and dissolved in 100 ml of ether. The ether solution was filtered, concentrated to an oil, and dissolved in 30 ml of diethylamine. The solution was stirred for 4 hours and filtered. The filtrate was concentrated to an oil, taken up in acidified water (pH<2) and washed with ethylacetate. T... The reactants are BrBr (bromine), ClC1=CC=C(C=C1)C(=C)CCC(CCC)O (2-(4-chlorophenyl)-5-hydroxyoct-1-ene), N1=CC=CC=C1 (pyridine), BrBr (bromine). Run in ClCCl (dichloromethane), ClCCl (dichloromethane). Run at time 30 minute. Yields the product ClC1=CC=C(C=C1)C1(OC(CC1)CCC)CBr (2-(4-chlorophenyl)-2-bromomethyl-5-prop-1-yltetrahydrofuran). The yield is 102.9%. Reaction SMILES: [Br:1]Br.[Cl:3][C:4]1[CH:9]=[CH:8][C:7]([C:10]([CH2:12][CH2:13][CH:14]([OH:18])[CH2:15][CH2:16][CH3:17])=[CH2:11])=[CH:6][CH:5]=1.N1C=CC=CC=1>ClCCl>[Cl:3][C:4]1[CH:5]=[CH:6][C:7]([C:10]2([CH2:11][Br:1])[CH2:12][CH2:13][CH:14]([CH2:15][CH2:16][CH3:17])[O:18]2)=[CH:8][CH:9]=1. Procedure details: A solution of bromine (1.28 g) in dichloromethane (25 ml) was added dropwise over 15 minutes to a stirred solution of 2-(4-chlorophenyl)-5-hydroxyoct-1-ene (1.9 g) and pyridine (0.63 g) in dichloromethane (25 ml) at 0° to 5° C. (decolourisation of bromine and mild exotherm). The cooling bath was removed and the mixture was stirred for a further 30 minutes, then washed successively with water, dilute hydrochloric acid, aqueous sodium bicarbonate, and water, then dried over magnesium sulphate and ... Starting materials: COC1=C2C(=C3C=CN(C3=C1)S(=O)(=O)C1=CC=CC=C1)CN(CCO2)C (6-Methoxy-2-methyl-8-(phenylsulfonyl)-1,3,4,8-tetrahydro-2H-[1,4]oxazepino[6,7-e]indole), CN(C1=CC=CC2=CC=CC(=C12)N(C)C)C (1,8-Bis(dimethylamino)-naphthalene), ClC(=O)OC(C)Cl (1-chloroethyl chloroformate). The solvent is C(Cl)Cl (DCM). Reaction conditions: time 30 minute. Yields the product COC1=C2C(=C3C=CN(C3=C1)S(=O)(=O)C1=CC=CC=C1)CNCCO2 (6-Methoxy-8-(phenylsulfonyl)-1,3,4,8-tetrahydro-2H-[1,4]oxazepino[6,7-e]indole). The yield is 10.3%. RXN SMILES: [CH3:1][O:2][C:3]1[CH:11]=[C:10]2[C:6]([CH:7]=[CH:8][N:9]2[S:12]([C:15]2[CH:20]=[CH:19][CH:18]=[CH:17][CH:16]=2)(=[O:14])=[O:13])=[C:5]2[CH2:21][N:22](C)[CH2:23][CH2:24][O:25][C:4]=12.CN(C)C1C2C(=CC=CC=2N(C)C)C=CC=1.ClC(OC(Cl)C)=O>C(Cl)Cl>[CH3:1][O:2][C:3]1[CH:11]=[C:10]2[C:6]([CH:7]=[CH:8][N:9]2[S:12]([C:15]2[CH:16]=[CH:17][CH:18]=[CH:19][CH:20]=2)(=[O:14])=[O:13])=[C:5]2[CH2:21][NH:22][CH2:23][CH2:24][O:25][C:4]=12. Procedure: To 6-methoxy-2-methyl-8-(phenylsulfonyl)-1,3,4,8-tetrahydro-2H-[1,4]oxazepino[6,7-e]indole (Example 48, 0.030 g, 0.081 mmol), 1,8-Bis(dimethylamino)-naphthalene (0.010 g, 0.048 mmol) and 1-chloroethyl chloroformate (25 mg, 0.18 mmol) were added followed by dry DCM (2 mL). The reaction mixture was stirred at room temperature for 30 minutes. The solvent was removed under reduced pressure and the crude material was dissolved in dry MeOH (3 mL). The reaction mixture was heated at reflux for 2 hours,... Starting materials: C(C1=CC=CC=C1)OC(=O)N1C(O[C@H]([C@@H]1CC(C)C)C=C(C(=O)OCC)C(C)C)(C)C (ethyl 3-[(4S,5S)-3-benzyloxycarbonyl-2,2-dimethyl-4-isobutyloxazolidin-5-yl]-2-isopropyl-2-propenoate), O (water), Cl (hydrochloric acid). Run in CCCCCC.C(C)(=O)OCC (hexane ethyl acetate), [OH-].[K+] (potassium hydroxide). Run at time 8 hour. Yields the product C(C1=CC=CC=C1)OC(=O)N1C(O[C@H]([C@@H]1CC(C)C)C=C(C(=O)O)C(C)C)(C)C (3-[(4S,5S)-3-benzyloxycarbonyl-2,2-dimethyl-4-isobutyloxazolidin-5-yl]-2-isopropyl-2-propenoic acid). Reaction SMILES: [CH2:1]([O:8][C:9]([N:11]1[C@@H:15]([CH2:16][CH:17]([CH3:19])[CH3:18])[C@H:14]([CH:20]=[C:21]([CH:27]([CH3:29])[CH3:28])[C:22]([O:24]CC)=[O:23])[O:13][C:12]1([CH3:31])[CH3:30])=[O:10])[C:2]1[CH:7]=[CH:6][CH:5]=[CH:4][CH:3]=1.Cl.O>CCCCCC.C(OCC)(=O)C.[OH-].[K+]>[CH2:1]([O:8][C:9]([N:11]1[C@@H:15]([CH2:16][CH:17]([CH3:18])[CH3:19])[C@H:14]([CH:20]=[C:21]([CH:27]([CH3:29])[CH3:28])[C:22]([OH:24])=[O:23])[O:13][C:12]1([CH3:31])[CH3:30])=[O:10])[C:2]1[CH:7]=[CH:6][CH:5]=[CH:4][CH:3]=1 |f:3.4,5.6|. Procedure details: 199 mg of ethyl 3-[(4S,5S)-3-benzyloxycarbonyl-2,2-dimethyl-4-isobutyloxazolidin-5-yl]-2-isopropyl-2-propenoate was dissolved in 1.16 ml of an ethanol/water (10/1) solution of 2N potassium hydroxide, and the mixture was stirred overnight at room temperature. The mixture was cooled to 0° C. and adjusted to pH 2 with 1N hydrochloric acid, and then 12 ml of water was added thereto. The mixture was extracted 3 times with 10 ml of ethyl acetate. The organic solvent layer was washed sequentially with ... The reactants are CCOC(C)=O, [N-]=[N+]=NCC(F)(F)c1ccccn1. Product: NCC(F)(F)c1ccccn1. Reaction SMILES: [CH3:14][CH2:15][O:16][C:17](=[O:18])[CH3:19].[N:1](=[N+:2]=[N-:3])[CH2:4][C:5]([F:6])([F:7])[c:8]1[n:9][cH:10][cH:11][cH:12][cH:13]1>>[NH2:1][CH2:4][C:5]([F:6])([F:7])[c:8]1[n:9][cH:10][cH:11][cH:12][cH:13]1. Reactants: COC1=CC=C(C=C1)NC1=NC(=NC(=C1)C)SCC#N ([4-(p-anisidino)-6-methyl-2-pyrimidinylthio]acetonitrile), Cl.NO (hydroxylamine hydrochloride), C([O-])([O-])=O.[Na+].[Na+] (sodium carbonate). The solvent is CN(C=O)C (N,N-dimethylformamide). Yields the product COC1=CC=C(C=C1)NC1=NC(=NC(=C1)C)SCC(N)=NO (2-[4-(p-Methoxyphenylamino)-6-Methyl-2-Pyrimidinylthio]Acetamidoxime). Yield: 29.0%. As a reaction SMILES: [CH3:1][O:2][C:3]1[CH:8]=[CH:7][C:6]([NH:9][C:10]2[CH:15]=[C:14]([CH3:16])[N:13]=[C:12]([S:17][CH2:18][C:19]#[N:20])[N:11]=2)=[CH:5][CH:4]=1.Cl.[NH2:22][OH:23].C(=O)([O-])[O-].[Na+].[Na+]>CN(C)C=O>[CH3:1][O:2][C:3]1[CH:4]=[CH:5][C:6]([NH:9][C:10]2[CH:15]=[C:14]([CH3:16])[N:13]=[C:12]([S:17][CH2:18][C:19](=[N:22][OH:23])[NH2:20])[N:11]=2)=[CH:7][CH:8]=1 |f:1.2,3.4.5|. Procedure: A mixture of 11.20 g (0.04 mole) of [4-(p-anisidino)-6-methyl-2-pyrimidinylthio]acetonitrile, 5.52 g (0.08 mole) of hydroxylamine hydrochloride and 16.90 g (0.16 mole) of sodium carbonate in 150 ml of N,N-dimethylformamide was heated on a steam bath for three and one-half hours. The mixture was filtered and the filtrate was evaporated in a rotary evaporator. The residue was dissolved in ethyl acetate, diluted with petroleum ether and was cooled in ice. The precipitate which formed was collected ...